Dataset: the Open Reaction Database (ORD), a public repository of structured organic reaction records. Task: describe an organic reaction: reactants, conditions, products, and yield Starting materials: C1(=CC=C(C=C1)[C@](NC(=O)OC(C)(C)C)(C)C(=O)OC(C)(C)C)C1=CC=CC=C1 (1,1-dimethylethyl 2-(4-biphenylyl)-N-{[(1,1-dimethylethyl)oxy]carbonyl}alaninate). Solvent: C(Cl)Cl (CH2Cl2), Cl (HCl), Cl (HCl). Reaction conditions: time 16 hour. The product is C1(=CC=C(C=C1)[C@](N)(C)C(=O)OC)C1=CC=CC=C1 (Methyl 2-(4-biphenylyl)alaninate). Reaction SMILES: [C:1]1([C:24]2[CH:29]=[CH:28][CH:27]=[CH:26][CH:25]=2)[CH:6]=[CH:5][C:4]([C@@:7]([C:17]([O:19][C:20](C)(C)C)=[O:18])([CH3:16])[NH:8]C(OC(C)(C)C)=O)=[CH:3][CH:2]=1>C(Cl)Cl.Cl>[C:1]1([C:24]2[CH:25]=[CH:26][CH:27]=[CH:28][CH:29]=2)[CH:6]=[CH:5][C:4]([C@@:7]([C:17]([O:19][CH3:20])=[O:18])([CH3:16])[NH2:8])=[CH:3][CH:2]=1. Procedure details: HCl (7.2 ml, 4M in dioxane) was added dropwise to a solution of 1,1-dimethylethyl 2-(4-biphenylyl)-N-{[(1,1-dimethylethyl)oxy]carbonyl}alaninate (1.14 g, 2.87 mmol) in CH2Cl2 (10 ml) at 0° C. under argon. The resulting mix was stirred at room temperature for 16 h. The reaction mixture was concentrated leaving a white solid which was refluxed in methanolic HCl (30 mL) for 16 h. The reaction mixture was concentrated and the residue was taken into Na2CO3 (10%, 100 ml) and the product was extracted ... Starting materials: CC1(C)Oc2cc([N+](=O)[O-])cc(Br)c2N(c2ccc(F)cc2)C1=O, [C-]#N, [C-]#N, CN(C)C=O, O, [Zn+2], c1ccc(P(c2ccccc2)(c2ccccc2)[Pd](P(c2ccccc2)(c2ccccc2)c2ccccc2)(P(c2ccccc2)(c2ccccc2)c2ccccc2)P(c2ccccc2)(c2ccccc2)c2ccccc2)cc1. The product is CC1(C)Oc2cc([N+](=O)[O-])cc(C#N)c2N(c2ccc(F)cc2)C1=O. RXN SMILES: [Br:1][c:2]1[cH:3][c:4]([N+:22](=[O:23])[O-:24])[cH:5][c:6]2[c:7]1[N:8]([c:15]1[cH:16][cH:17][c:18]([F:21])[cH:19][cH:20]1)[C:9](=[O:14])[C:10]([CH3:12])([CH3:13])[O:11]2.[C-:30]#[N:31].[C-:33]#[N:34].[CH3:25][N:26]([CH3:27])[CH:28]=[O:29].[OH2:112].[Zn+2:32].[cH:35]1[cH:36][cH:37][c:38]([P:39]([Pd:40]([P:41]([c:42]2[cH:43][cH:44][cH:45][cH:46][cH:47]2)([c:48]2[cH:49][cH:50][cH:51][cH:52][cH:53]2)[c:54]2[cH:55][cH:56][cH:57][cH:58][cH:59]2)([P:60]([c:61]2[cH:62][cH:63][cH:64][cH:65][cH:66]2)([c:67]2[cH:68][cH:69][cH:70][cH:71][cH:72]2)[c:73]2[cH:74][cH:75][cH:76][cH:77][cH:78]2)[P:79]([c:80]2[cH:81][cH:82][cH:83][cH:84][cH:85]2)([c:86]2[cH:87][cH:88][cH:89][cH:90][cH:91]2)[c:92]2[cH:93][cH:94][cH:95][cH:96][cH:97]2)([c:98]2[cH:99][cH:100][cH:101][cH:102][cH:103]2)[c:104]2[cH:105][cH:106][cH:107][cH:108][cH:109]2)[cH:110][cH:111]1>>[c:2]1([C:25]#[N:26])[cH:3][c:4]([N+:22](=[O:23])[O-:24])[cH:5][c:6]2[c:7]1[N:8]([c:15]1[cH:16][cH:17][c:18]([F:21])[cH:19][cH:20]1)[C:9](=[O:14])[C:10]([CH3:12])([CH3:13])[O:11]2. The yield is 38.3%. As a reaction SMILES: [CH3:1][O:2][C:3]1[CH:4]=[C:5]2[C:10](=[C:11]([NH2:13])[CH:12]=1)[N:9]=[CH:8][CH:7]=[CH:6]2.[N:14]1[CH:19]=[CH:18][CH:17]=[C:16]([S:20](Cl)(=[O:22])=[O:21])[CH:15]=1>>[CH3:1][O:2][C:3]1[CH:4]=[C:5]2[C:10](=[C:11]([NH:13][S:20]([C:16]3[CH:15]=[N:14][CH:19]=[CH:18][CH:17]=3)(=[O:22])=[O:21])[CH:12]=1)[N:9]=[CH:8][CH:7]=[CH:6]2. Procedure: In a similar fashion using route 14 general procedure 26, 6-methoxyquinolin-8-amine (Intermediate 23) (50 mg, 0.29 mmol), pyridine-3-sulfonyl chloride (Intermediate 17) (76 mg, 0.43 mmol) gave the title compound (35 mg, 39%) after purification by column chromatography with DCM as the eluent. Starting materials: COC=1C=C2C=CC=NC2=C(C1)N (6-methoxyquinolin-8-amine), N1=CC(=CC=C1)S(=O)(=O)Cl (pyridine-3-sulfonyl chloride), COC=1C=C2C=CC=NC2=C(C1)N (6-methoxyquinolin-8-amine), N1=CC(=CC=C1)S(=O)(=O)Cl (pyridine-3-sulfonyl chloride). Product: COC=1C=C2C=CC=NC2=C(C1)NS(=O)(=O)C=1C=NC=CC1 (Pyridine-3-sulfonic acid (6-methoxy-quinolin-8-yl)-amide). As a reaction SMILES: [CH2:1]([CH:4]1[NH:9][CH:8]([C:10]2[CH:15]=[CH:14][CH:13]=[CH:12][CH:11]=2)[CH:7]([NH2:16])[CH2:6][CH2:5]1)[CH2:2][CH3:3].C([C@@H]1N[C@@H](C2C=CC=CC=2)[C@@H](N)CC1)CC.C([C@H]1N[C@H](C2C=CC=CC=2)[C@H](N)CC1)CC.[CH3:49][O:50][C:51]1[CH:60]=[C:59]2[C:54]([N:55]([CH3:63])[C:56](=[O:62])[CH:57]3[CH2:61][CH:58]32)=[CH:53][C:52]=1[CH:64]=O>>[CH3:49][O:50][C:51]1[CH:60]=[C:59]2[C:54]([N:55]([CH3:63])[C:56](=[O:62])[CH:57]3[CH2:61][CH:58]32)=[CH:53][C:52]=1[CH2:64][NH:16][CH:7]1[CH2:6][CH2:5][CH:4]([CH2:1][CH2:2][CH3:3])[NH:9][CH:8]1[C:10]1[CH:15]=[CH:14][CH:13]=[CH:12][CH:11]=1. The reactants are 9A, C(CC)C1CCC(C(N1)C1=CC=CC=C1)N (6-propyl-2-phenyl-piperidin-3-ylamine), C(CC)[C@H]1CC[C@@H]([C@@H](N1)C1=CC=CC=C1)N ((2S,3S,6S)-6-propyl-2-phenyl-piperidin-3-ylamine), C(CC)[C@@H]1CC[C@H]([C@H](N1)C1=CC=CC=C1)N ((2R,3R,6R)-6-propyl-2-phenyl-piperidin-3-ylamine), COC1=C(C=C2N(C(C3C(C2=C1)C3)=O)C)C=O (6-Methoxy-3-methyl-2-oxo-1a,2,3,7b-tetrahydro-1H-3-aza-cyclopropa[a]naphthalene-5-carbaldehyde), (1S,1aR)-6-Methoxy-3-methyl-2-oxo-1a,2,3,7b-tetrahydro-1H-3-aza-cyclopropa[a]naphthalene-5-carbaldehyde, (1R,1aS)-6-Methoxy-3-methyl-2-oxo-1a,2,3,7b-tetrahydro-1H-3-aza-cyclopropa[a]naphthalene-5-carbaldehyde. Reported procedure: By a procedure similar to the previous examples 9 and 9A: prepared through the reaction of 6-propyl-2-phenyl-piperidin-3-ylamine [or (2S,3S,6S)-6-propyl-2-phenyl-piperidin-3-ylamine or (2R,3R,6R)-6-propyl-2-phenyl-piperidin-3-ylamine] with 6-Methoxy-3-methyl-2-oxo-1a,2,3,7b-tetrahydro-1H-3-aza-cyclopropa[a]naphthalene-5-carbaldehyde [or (1S,1aR)-6-Methoxy-3-methyl-2-oxo-1a,2,3,7b-tetrahydro-1H-3-aza-cyclopropa[a]naphthalene-5-carbaldehyde or (1R,1aS)-6-Methoxy-3-methyl-2-oxo-1a,2,3,7b-tetrahydro... Product: COC1=C(C=C2N(C(C3C(C2=C1)C3)=O)C)CNC3C(NC(CC3)CCC)C3=CC=CC=C3 (6-Methoxy-3-methyl-5-[(2-phenyl-6-propyl-piperidin-3-ylamino)-methyl]-1,1a,3,7b-tetrahydro-3-aza-cyclopropa[a]naphthalen-2-one). Reactants: C(N)(=O)C=1N=C(OC1)N1CC(C1)OS(=O)(=O)C (1-(4-carbamoyl-1,3-oxazol-2-yl)-3-methanesulfonyloxyazetidine), C(C)(=S)[O-].[K+] (potassium thioacetate). The solvent is CN(C=O)C (dimethylformamide). Run at temperature 80 celsius, time 8 hour. Yields the product C(C)(=O)SC1CN(C1)C=1OC=C(N1)C(N)=O (3-acetylthio-1-(4-carbamoyl-1,3-oxazol-2-yl)azetidine). Isolated yield 63.3%. Reaction SMILES: [C:1]([C:4]1[N:5]=[C:6]([N:9]2[CH2:12][CH:11](OS(C)(=O)=O)[CH2:10]2)[O:7][CH:8]=1)(=[O:3])[NH2:2].[C:18]([O-:21])(=[S:20])[CH3:19].[K+]>CN(C)C=O>[C:18]([S:20][CH:11]1[CH2:10][N:9]([C:6]2[O:7][CH:8]=[C:4]([C:1](=[O:3])[NH2:2])[N:5]=2)[CH2:12]1)(=[O:21])[CH3:19] |f:1.2|. Procedure details: To a solution of 1-(4-carbamoyl-1,3-oxazol-2-yl)-3-methanesulfonyloxyazetidine (469 mg, 1.80 mmol) (obtained as described in Reference Example 22(3)) in dimethylformamide (23 ml) was added potassium thioacetate (1.23 g, 10.80 mmol) at room temperature, and the mixture was stirred in an oil bath (80° C.) for 8 hours. After checking the completion of the reaction, the reaction mixture was partitioned between ethyl acetate and saturated aqueous sodium hydrogencarbonate solution. The organic layer w... Starting materials: Cl.NC1=C(C=CC=C1)B(O)O (2-aminophenylboronic acid hydrochloride), C([O-])([O-])=O.[Na+].[Na+] (sodium carbonate), C(CC)O (n-propanol), C(C)(=O)OCCCCC=1N(N=C(C1Br)C#N)CC (4-(4-bromo-5-cyano-2-ethyl-2H-pyrazol-3-yl)butyl acetate), Cl.NC1=C(C=CC=C1)B(O)O (2-aminophenylboronic acid hydrochloride), C([O-])([O-])=O.[Na+].[Na+] (sodium carbonate). The reagents and catalysts are C(C)(=O)[O-].[Pd+2].C(C)(=O)[O-] (palladium (II) acetate), C1(=CC=CC=C1)P(C1=CC=CC=C1)C1=CC=CC=C1 (Triphenylphosphine), C(C)(=O)[O-].[Pd+2].C(C)(=O)[O-] (palladium (II) acetate), C1(=CC=CC=C1)P(C1=CC=CC=C1)C1=CC=CC=C1 (triphenylphosphine). Solvent: O (water), [Cl-].[Na+].O (brine). Run at temperature 100 celsius. The product is NC1=NC=2C=CC=CC2C=2C1=NN(C2CCCCO)CC (4-(4-amino-2-ethyl-2H-pyrazolo[3,4-c]quinolin-1-yl)butan-1-ol). Isolated yield 32.6%. Reaction SMILES: Cl.[NH2:2][C:3]1[CH:8]=[CH:7][CH:6]=[CH:5][C:4]=1B(O)O.C(=O)([O-])[O-].[Na+].[Na+].C(O)CC.C([O:25][CH2:26][CH2:27][CH2:28][CH2:29][C:30]1[N:31]([CH2:38][CH3:39])[N:32]=[C:33]([C:36]#[N:37])[C:34]=1Br)(=O)C>[Cl-].[Na+].O.C([O-])(=O)C.[Pd+2].C([O-])(=O)C.C1(P(C2C=CC=CC=2)C2C=CC=CC=2)C=CC=CC=1.O>[NH2:37][C:36]1[C:33]2=[N:32][N:31]([CH2:38][CH3:39])[C:30]([CH2:29][CH2:28][CH2:27][CH2:26][OH:25])=[C:34]2[C:4]2[CH:5]=[CH:6][CH:7]=[CH:8][C:3]=2[N:2]=1 |f:0.1,2.3.4,7.8.9,10.11.12|. Reported procedure: Triphenylphosphine (21 mg, 0.082 mmol), 2-aminophenylboronic acid hydrochloride (710 mg, 4.1 mmol), 2 M aqueous sodium carbonate (4.1 mL), n-propanol (4.8 mL), and water (1 mL) were added to 4-(4-bromo-5-cyano-2-ethyl-2H-pyrazol-3-yl)butyl acetate (0.86 mg, 2.7 mmol), and the flask was evacuated and backfilled with nitrogen five times before the addition of palladium (II) acetate (6.0 g, 0.027 mmol). The reaction was evacuated and backfilled with nitrogen three more times and then heated overnig... Reaction SMILES: Cl.Cl.[NH:3]1[CH2:8][CH2:7][CH2:6][CH:5]([NH:9][C:10]([NH:12][C:13]2[N:14]=[C:15]3[CH:21]=[CH:20][N:19]([CH2:22][O:23][CH2:24][CH2:25][Si:26]([CH3:29])([CH3:28])[CH3:27])[C:16]3=[N:17][CH:18]=2)=[O:11])[CH2:4]1.[CH2:30]([S:33](Cl)(=[O:35])=[O:34])[CH2:31][CH3:32]>>[CH2:30]([S:33]([N:3]1[CH2:8][CH2:7][CH2:6][C@@H:5]([NH:9][C:10]([NH:12][C:13]2[N:14]=[C:15]3[CH:21]=[CH:20][N:19]([CH2:22][O:23][CH2:24][CH2:25][Si:26]([CH3:29])([CH3:28])[CH3:27])[C:16]3=[N:17][CH:18]=2)=[O:11])[CH2:4]1)(=[O:35])=[O:34])[CH2:31][CH3:32] |f:0.1.2|. Procedure details: 1-[(R)-1-(Propane-1-sulfonyl)-piperidin-3-yl]-3-[5-(2-trimethylsilanyl-ethoxymethyl)-5H-pyrrolo[2,3-b]pyrazin-2-yl]-urea was prepared in the same manner from 1-piperidin-3-yl-3-[5-(2-trimethylsilanyl-ethoxymethyl)-5H-pyrrolo[2,3-b]pyrazin-2-yl]-urea dihydrochloride and n-propylsulfonyl chloride. Product: C(CC)S(=O)(=O)N1C[C@@H](CCC1)NC(=O)NC=1N=C2C(=NC1)N(C=C2)COCC[Si](C)(C)C (1-[(R)-1-(Propane-1-sulfonyl)-piperidin-3-yl]-3-[5-(2-trimethylsilanyl-ethoxymethyl)-5H-pyrrolo[2,3-b]pyrazin-2-yl]-urea). Reactants: Cl.Cl.N1CC(CCC1)NC(=O)NC=1N=C2C(=NC1)N(C=C2)COCC[Si](C)(C)C (1-piperidin-3-yl-3-[5-(2-trimethylsilanyl-ethoxymethyl)-5H-pyrrolo[2,3-b]pyrazin-2-yl]-urea dihydrochloride), C(CC)S(=O)(=O)Cl (n-propylsulfonyl chloride). Starting materials: [N+](=O)([O-])C1=CC=C(C=CS(=O)(=O)N)C=C1 (4-nitrostyrylsulfonamide), C(C1=CC=CC=C1)(=O)Cl (benzoyl chloride), P(=O)(Cl)(Cl)Cl (phosphorus oxychloride), [N+](=O)([O-])C1=CC=C(C=CS(=O)(=O)N=C(C2=CC=CC=C2)Cl)C=C1 (N-(4-Nitrostyrylsulfonyl)benzimidoyl chloride). The solvent is C(C)(=O)OCC (ethyl acetate). The product is [N+](=O)([O-])C1=CC=C(C=CS(=O)(=O)NC(C2=CC=CC=C2)=O)C=C1 (N-(4-nitrostyrylsulfonyl)benzamide). The yield is 76.0%. Reaction SMILES: [N+:1]([C:4]1[CH:23]=[CH:22][C:7]([CH:8]=[CH:9][S:10]([N:13]=[C:14](Cl)[C:15]2[CH:20]=[CH:19][CH:18]=[CH:17][CH:16]=2)(=[O:12])=[O:11])=[CH:6][CH:5]=1)([O-:3])=[O:2].[N+](C1C=CC(C=CS(N)(=O)=O)=CC=1)([O-])=[O:25].C(Cl)(=O)C1C=CC=CC=1.P(Cl)(Cl)(Cl)=O>C(OCC)(=O)C>[N+:1]([C:4]1[CH:23]=[CH:22][C:7]([CH:8]=[CH:9][S:10]([NH:13][C:14](=[O:25])[C:15]2[CH:20]=[CH:19][CH:18]=[CH:17][CH:16]=2)(=[O:12])=[O:11])=[CH:6][CH:5]=1)([O-:3])=[O:2]. Reported procedure: N-(4-Nitrostyrylsulfonyl)benzimidoyl chloride. A mixture of 4-nitrostyrylsulfonamide (18.2 g., 0.08 mole), benzoyl chloride (12.6 g., 0.09 mole) and phosphorus oxychloride (13.8 g., 0.09 mole) is heated at steam bath temperature for 1.5 hr. The reaction mixture diluted with 20 ml. of ethyl acetate, cooled and filtered affords 19.0 g. (76% yield) of N-(4-nitrostyrylsulfonyl)benzamide, m.p. 192°-195° C., from ethyl acetate-hexane. The reactants are BrCCCCCCCO (7-bromo-1-heptanol), BrCCCCCCCOC1OCCCC1 (2-(7-bromo-heptyloxy)-tetrahydro-pyran), FC1=C(OCCO)C=CC=C1F (2-(2,3-difluorophenoxy)-ethanol). Product: FC1=C(C=CC=C1F)CCOCCCCCCCOC1OCCCC1 (2-(7-[2-(2,3-difluoro-phenyl)-ethoxy]-heptyloxy)-tetrahydro-pyran). Reaction SMILES: BrCCCCC[CH2:7][CH2:8][OH:9].Br[CH2:11][CH2:12][CH2:13][CH2:14][CH2:15][CH2:16][CH2:17][O:18][CH:19]1[CH2:24][CH2:23][CH2:22][CH2:21][O:20]1.[F:25][C:26]1[C:35]([F:36])=[CH:34][CH:33]=[CH:32][C:27]=1OCCO>>[F:25][C:26]1[C:35]([F:36])=[CH:34][CH:33]=[CH:32][C:27]=1[CH2:7][CH2:8][O:9][CH2:11][CH2:12][CH2:13][CH2:14][CH2:15][CH2:16][CH2:17][O:18][CH:19]1[CH2:24][CH2:23][CH2:22][CH2:21][O:20]1. Procedure details: The title compound, m/e=413.5 ([M−H]−), was produced in analogy with example 54, steps 1 to 6. Thus, 7-bromo-1-heptanol was protected in step 1, leading to 2-(7-bromo-heptyloxy)-tetrahydro-pyran, which was reacted in step 2 with 2-(2,3-difluorophenoxy)-ethanol, affording 2-(7-[2-(2,3-difluoro-phenyl)-ethoxy]-heptyloxy)-tetrahydro-pyran, which after deprotection in step 3 gave 7-[2-(2,3-difluoro-phenyl)-ethoxy]-heptan-1-ol. This was oxidized in step 4 to 7-[2-(2,3-difluoro-phenyl)-ethoxy]-heptano... Reactants: CN1CC2=C(N(C=3C=CC(=CC23)C)CCC(=O)O)CC1 (3-(1,2,3,4-tetrahydro-2,8-dimethylpyrido[4,3-b]indol-5-yl)propanoic acid), CCN=C=NCCCN(C)C (EDCI), C1(CCCCC1)CN (cyclohexylmethanamine). The solvent is ClCCl (dichloromethane). Reaction conditions: time 16 hour. The product is C1(CCCCC1)CNC(CCN1C2=C(C=3C=C(C=CC13)C)CN(CC2)C)=O (N-(cyclohexylmethyl)-3-(1,2,3,4-tetrahydro-2,8-dimethylpyrido[4,3-b]indol-5-yl)propanamide). RXN SMILES: [CH3:1][N:2]1[CH2:20][CH2:19][C:5]2[N:6]([CH2:14][CH2:15][C:16]([OH:18])=O)[C:7]3[CH:8]=[CH:9][C:10]([CH3:13])=[CH:11][C:12]=3[C:4]=2[CH2:3]1.CCN=C=NCCCN(C)C.[CH:32]1([CH2:38][NH2:39])[CH2:37][CH2:36][CH2:35][CH2:34][CH2:33]1>ClCCl>[CH:32]1([CH2:38][NH:39][C:16](=[O:18])[CH2:15][CH2:14][N:6]2[C:7]3[CH:8]=[CH:9][C:10]([CH3:13])=[CH:11][C:12]=3[C:4]3[CH2:3][N:2]([CH3:1])[CH2:20][CH2:19][C:5]2=3)[CH2:37][CH2:36][CH2:35][CH2:34][CH2:33]1. Reported procedure: 3-(1,2,3,4-tetrahydro-2,8-dimethylpyrido[4,3-b]indol-5-yl)propanoic acid was mixed with EDCI and cyclohexylmethanamine in dichloromethane and the reaction mixture was stirred for 16 h to obtain N-(cyclohexylmethyl)-3-(1,2,3,4-tetrahydro-2,8-dimethylpyrido[4,3-b]indol-5-yl)propanamide after purification on neutral alumina chromatography eluting with methanol-dichloromethane gradient. The free base was converted into its oxalate salt by treatment of oxalic acid (1 equiv) in anhydrous THF.